This data is from the Open Reaction Database (ORD), a public repository of structured organic reaction records. The task is: describe an organic reaction: reactants, conditions, products, and yield The reactants are petroleum ether ethyl acetate, FC(C(C1=C(C=CC=C1)F)=N[S@](=O)C(C)(C)C)F ((R)—N-(2,2-difluoro-1-(2-fluorophenyl)ethylidene)-2-methylpropane-2-sulfinamide), BrC(C(=O)OCC)(F)F (ethyl 2-bromo-2,2-difluoro-acetate), Rh(PPh3)3C1, C(C)[Zn]CC (diethyl zinc). Solvent: C1CCOC1 (THF). Conditions: temperature 0 celsius, time 2 hour. The product is C(C)(C)(C)[S@@](=O)N[C@](C(C(=O)OCC)(F)F)(C(F)F)C1=C(C=CC=C1)F (ethyl (S)-3-(((R)-tert-butylsulfinyl)amino)-2,2,4,4-tetrafluoro-3-(2-fluorophenyl)butanoate). The yield is 63.9%. Reaction SMILES: [F:1][CH:2]([F:18])[C:3](=[N:11][S@@:12]([C:14]([CH3:17])([CH3:16])[CH3:15])=[O:13])[C:4]1[CH:9]=[CH:8][CH:7]=[CH:6][C:5]=1[F:10].Br[C:20]([F:27])([F:26])[C:21]([O:23][CH2:24][CH3:25])=[O:22].C([Zn]CC)C>C1COCC1>[C:14]([S@:12]([NH:11][C@@:3]([C:4]1[CH:9]=[CH:8][CH:7]=[CH:6][C:5]=1[F:10])([CH:2]([F:18])[F:1])[C:20]([F:27])([F:26])[C:21]([O:23][CH2:24][CH3:25])=[O:22])=[O:13])([CH3:17])([CH3:15])[CH3:16]. Procedure: To a solution of (R)—N-(2,2-difluoro-1-(2-fluorophenyl)ethylidene)-2-methylpropane-2-sulfinamide (4.60 g, 16.6 mmol), ethyl 2-bromo-2,2-difluoro-acetate (6.73 g, 33.18 mmol) and Rh(PPh3)3C1 (469 mg, 498 μmol) in THF (90 mL) was added a solution of diethyl zinc (1 M in THF, 33 mL) dropwise at −78° C. over a period of 20 minutes under Ar, during which the temperature was maintained below −65° C. The reaction mixture was warmed to 0° C. over a period of 10 minutes and stirred at 0° C. for 2 hours. ... The reactants are Cl.C(C1=CC=CC=C1)OC=1C=C(CN)C=CC1 (3-benzyloxybenzylamine hydrochloride), C(C)(C)N1N=CC(=C(C1=O)Cl)Cl (2-i-propyl-4,5-dichloro-3(2H)pyridazinone), C([O-])([O-])=O.[K+].[K+] (potassium carbonate), O1CCOCC1 (1,4-dioxane). Run in O (water). Run at time 4.5 hour. Yields the product ClC=1C(N(N=CC1NCC1=CC(=CC=C1)OCC1=CC=CC=C1)C(C)C)=O (4-Chloro-5-(3-benzyloxybenzylamino)-2-i-propyl-3-(2H)pyridazinone). As a reaction SMILES: Cl.[CH2:2]([O:9][C:10]1[CH:11]=[C:12]([CH:15]=[CH:16][CH:17]=1)[CH2:13][NH2:14])[C:3]1[CH:8]=[CH:7][CH:6]=[CH:5][CH:4]=1.[CH:18]([N:21]1[C:26](=[O:27])[C:25]([Cl:28])=[C:24](Cl)[CH:23]=[N:22]1)([CH3:20])[CH3:19].C(=O)([O-])[O-].[K+].[K+].O1CCOCC1>O>[Cl:28][C:25]1[C:26](=[O:27])[N:21]([CH:18]([CH3:19])[CH3:20])[N:22]=[CH:23][C:24]=1[NH:14][CH2:13][C:12]1[CH:15]=[CH:16][CH:17]=[C:10]([O:9][CH2:2][C:3]2[CH:4]=[CH:5][CH:6]=[CH:7][CH:8]=2)[CH:11]=1 |f:0.1,3.4.5|. Procedure: A mixture comprising 8.24 g of 3-benzyloxybenzylamine hydrochloride prepared in Reference Example 2A, 3.11 g of 2-i-propyl-4,5-dichloro-3(2H)pyridazinone, 7.26 g of potassium carbonate, 30 ml of 1,4-dioxane and 90 ml of water was refluxed under stirring for 4.5 hours. The majority of 1,4-dioxane was distilled off under reduced pressure, and the residue was extracted with ethyl acetate. The extract was washed with diluted hydrochloric acid, and then treated with cerite to remove the precipitate. ... The reactants are O=C(Cl)C(=O)Cl, CS(C)=O, CC(NC(=O)OC(C)(C)C)C(=O)NCC(=O)N1CCCC1C(O)c1nc2ccccc2s1. The product is CC(NC(=O)OC(C)(C)C)C(=O)NCC(=O)N1CCCC1C(=O)c1nc2ccccc2s1. Reaction SMILES: [C:33]([Cl:34])(=[O:35])[C:36]([Cl:37])=[O:38].[CH3:39][S:40]([CH3:41])=[O:42].[s:1]1[c:2]([CH:10]([CH:11]2[N:12]([C:16]([CH2:17][NH:18][C:19]([CH:20]([NH:21][C:22](=[O:23])[O:24][C:25]([CH3:26])([CH3:27])[CH3:28])[CH3:29])=[O:30])=[O:31])[CH2:13][CH2:14][CH2:15]2)[OH:32])[n:3][c:4]2[c:5]1[cH:6][cH:7][cH:8][cH:9]2>>[s:1]1[c:2]([C:10]([CH:11]2[N:12]([C:16]([CH2:17][NH:18][C:19]([CH:20]([NH:21][C:22](=[O:23])[O:24][C:25]([CH3:26])([CH3:27])[CH3:28])[CH3:29])=[O:30])=[O:31])[CH2:13][CH2:14][CH2:15]2)=[O:32])[n:3][c:4]2[c:5]1[cH:6][cH:7][cH:8][cH:9]2. Reactants: Cc1nc(-c2ccccn2)ncc1C(=O)O, CCOC(C)=O, CCCCCCC, CCOC(C)=O, [Cl-], Nn1ccc2cc(F)ccc21, [K+], [K+], O=C([O-])[O-], O. Yields the product Cc1nc(-c2ccccn2)ncc1C(=O)Nn1ccc2cc(F)ccc21. As a reaction SMILES: [CH3:2][c:3]1[n:4][c:5](-[c:12]2[n:13][cH:14][cH:15][cH:16][cH:17]2)[n:6][cH:7][c:8]1[C:9](=[O:10])[OH:11].[CH3:35][CH2:36][O:37][C:38]([CH3:39])=[O:40].[CH3:41][CH2:42][CH2:43][CH2:44][CH2:45][CH2:46][CH3:47].[CH3:48][CH2:49][O:50][C:51]([CH3:52])=[O:53].[Cl-:1].[F:18][c:19]1[cH:20][c:21]2[cH:22][cH:23][n:24]([NH2:28])[c:25]2[cH:26][cH:27]1.[K+:29].[K+:30].[O-:31][C:32]([O-:33])=[O:34].[OH2:54]>>[CH3:2][c:3]1[n:4][c:5](-[c:12]2[n:13][cH:14][cH:15][cH:16][cH:17]2)[n:6][cH:7][c:8]1[C:9](=[O:11])[NH:28][n:24]1[cH:23][cH:22][c:21]2[cH:20][c:19]([F:18])[cH:27][cH:26][c:25]21. Reaction SMILES: [CH3:1][Si:2]([C:3]#[C:4][c:5]1[cH:6][c:7]([CH3:17])[c:8]([C:11]2([CH3:16])[O:12][CH2:13][CH2:14][O:15]2)[cH:9][cH:10]1)([CH3:18])[CH3:19].[CH3:20][O:21][c:22]1[cH:23][c:24]([C:25]#[C:26][Si:27]([CH3:28])([CH3:29])[CH3:30])[cH:31][cH:32][cH:33]1>>[CH:3]#[C:4][c:5]1[cH:6][c:7]([CH3:17])[c:8]([C:11]2([CH3:16])[O:12][CH2:13][CH2:14][O:15]2)[cH:9][cH:10]1. Product: C#Cc1ccc(C2(C)OCCO2)c(C)c1. The reactants are Cc1cc(C#C[Si](C)(C)C)ccc1C1(C)OCCO1, COc1cccc(C#C[Si](C)(C)C)c1. Starting materials: C1COCCO1, Cn1cc[n+](C)c1, CSc1nccc(Cl)n1, O=Cc1ccccc1F, [H-], [I-], [Na+]. Yields the product CSc1nccc(C(=O)c2ccccc2F)n1. As a reaction SMILES: [CH2:29]1[O:30][CH2:31][CH2:32][O:33][CH2:34]1.[CH3:22][n:23]1[cH:24][n+:25]([CH3:26])[cH:27][cH:28]1.[Cl:3][c:4]1[n:5][c:6]([S:10][CH3:11])[n:7][cH:8][cH:9]1.[F:12][c:13]1[c:14]([CH:15]=[O:16])[cH:17][cH:18][cH:19][cH:20]1.[H-:1].[I-:21].[Na+:2]>>[c:4]1([C:15]([c:14]2[c:13]([F:12])[cH:20][cH:19][cH:18][cH:17]2)=[O:16])[n:5][c:6]([S:10][CH3:11])[n:7][cH:8][cH:9]1. Reactants: Fc1ccc(C2COCc3c(Cl)nc(Cl)nc32)cc1F, Cl, FC1(F)CNC1. Product: Fc1ccc(C2COCc3c2nc(Cl)nc3N2CC(F)(F)C2)cc1F. Reaction SMILES: [Cl:1][c:2]1[n:3][c:4]([Cl:20])[c:5]2[c:6]([n:7]1)[CH:8]([c:12]1[cH:13][c:14]([F:19])[c:15]([F:18])[cH:16][cH:17]1)[CH2:9][O:10][CH2:11]2.[ClH:27].[F:21][C:22]1([F:26])[CH2:23][NH:24][CH2:25]1>>[Cl:1][c:2]1[n:3][c:4]([N:24]2[CH2:23][C:22]([F:21])([F:26])[CH2:25]2)[c:5]2[c:6]([n:7]1)[CH:8]([c:12]1[cH:13][c:14]([F:19])[c:15]([F:18])[cH:16][cH:17]1)[CH2:9][O:10][CH2:11]2. Reactants: BrCC1=CC=CC(=N1)N1C(CCC1)=O (1-(6-bromomethylpyridin-2-yl)pyrrolidin-2-one), C1(=CC=CC=C1)P(C1=CC=CC=C1)(C1=CC=CC=C1)=O (triphenylphosphine oxide), [N-]=[N+]=[N-].[Na+] (sodium azide). Solvent: CN(C)C=O (DMF). Reaction conditions: time 18 hour. Yields the product N(=[N+]=[N-])CC1=CC=CC(=N1)N1C(CCC1)=O (1-(6-Azidomethylpyridin-2-yl)pyrrolidin-2-one). RXN SMILES: Br[CH2:2][C:3]1[N:8]=[C:7]([N:9]2[CH2:13][CH2:12][CH2:11][C:10]2=[O:14])[CH:6]=[CH:5][CH:4]=1.C1(P(=O)(C2C=CC=CC=2)C2C=CC=CC=2)C=CC=CC=1.[N-:35]=[N+:36]=[N-:37].[Na+]>CN(C=O)C>[N:35]([CH2:2][C:3]1[N:8]=[C:7]([N:9]2[CH2:13][CH2:12][CH2:11][C:10]2=[O:14])[CH:6]=[CH:5][CH:4]=1)=[N+:36]=[N-:37] |f:2.3|. Procedure: A solution of 1-(6-bromomethylpyridin-2-yl)pyrrolidin-2-one (10.19 g, 39.94 mop containing triphenylphosphine oxide impurity in DMF (80 mL) was treated with sodium azide (2.60 g, 39.94 mmol), stirred for 18 h and partitioned between EtOAc and water. The organic phase was separated and the aqueous phase re-extracted with EtOAc (×2). The combined organic extracts were dried (MgSO4) and concentrated in vacuo to give the title compound as a yellow oil, contaminated with triphenylphosphine oxide; use... The reactants are C(C)[Li] (ethyl lithium), FC1=CC=C(C(=O)C2=CC=C(C=C2)OCC2=CC=CC=C2)C=C1 (4-fluoro-4'-benzyloxy-benzophenone), [Cl-].[NH4+] (ammonium chloride). The solvent is CCOCC (ether). Run at temperature -20 celsius. Product: FC1=CC=C(C=C1)C(CC)(O)C1=CC=C(C=C1)OCC1=CC=CC=C1 (1-(4-Fluorophenyl)-1-(4-benzyloxyphenyl)-propan-1-ol). RXN SMILES: [CH2:1]([Li])[CH3:2].[F:4][C:5]1[CH:26]=[CH:25][C:8]([C:9]([C:11]2[CH:16]=[CH:15][C:14]([O:17][CH2:18][C:19]3[CH:24]=[CH:23][CH:22]=[CH:21][CH:20]=3)=[CH:13][CH:12]=2)=[O:10])=[CH:7][CH:6]=1.[Cl-].[NH4+]>CCOCC>[F:4][C:5]1[CH:26]=[CH:25][C:8]([C:9]([C:11]2[CH:16]=[CH:15][C:14]([O:17][CH2:18][C:19]3[CH:24]=[CH:23][CH:22]=[CH:21][CH:20]=3)=[CH:13][CH:12]=2)([OH:10])[CH2:1][CH3:2])=[CH:7][CH:6]=1 |f:2.3|. Procedure: To 125 ml. of a 0.8 molar ethereal ethyl lithium solution a solution of 12.25 g. of 4-fluoro-4'-benzyloxy-benzophenone in 180 ml. of dry ether is added dropwise, in argon atmosphere, with stirring at -20° C. The reaction mixture is allowed to warm up to room temperature and stirred for further 90 minutes. It is then poured into saturated aqueous ammonium chloride solution under cooling. The aqueous phase is extracted with ether, the organic phases are combined and washed to neutral with water. A... The reactants are C(C)(=O)NCCCCC1=CC=CC=C1 ([4-(acetylamino)butyl]benzene), C(\C=C\C)(=O)Cl (crotonoyl chloride). Yields the product C(C)(=O)NCCCCC1=CC=C(C=C1)C(C=CC)=O (4-[4-(acetylamino)butyl]-1-(2-butenoyl)benzene). Reaction SMILES: [C:1]([NH:4][CH2:5][CH2:6][CH2:7][CH2:8][C:9]1[CH:14]=[CH:13][CH:12]=[CH:11][CH:10]=1)(=[O:3])[CH3:2].[C:15](Cl)(=[O:19])/[CH:16]=[CH:17]/[CH3:18]>>[C:1]([NH:4][CH2:5][CH2:6][CH2:7][CH2:8][C:9]1[CH:10]=[CH:11][C:12]([C:15](=[O:19])[CH:16]=[CH:17][CH3:18])=[CH:13][CH:14]=1)(=[O:3])[CH3:2]. Reported procedure: By treating [4-(acetylamino)butyl]benzene and crotonoyl chloride in the same manner as in Example 79-(1), 4-[4-(acetylamino)butyl]-1-(2-butenoyl)benzene was obtained.